The task is: describe an organic reaction: reactants, conditions, products, and yield. This data is from the Open Reaction Database (ORD), a public repository of structured organic reaction records. The reactants are C1CCNCC1, COc1ccc(-c2cccc(Oc3ccc(C=O)cc3)c2)cc1, Cc1ccccc1, O=C(O)c1ccccc1, O=C1CSC(=O)N1. The product is COc1ccc(-c2cccc(Oc3ccc(C=C4SC(=O)NC4=O)cc3)c2)cc1. RXN SMILES: [CH2:40]1[CH2:41][CH2:42][NH:43][CH2:44][CH2:45]1.[CH3:1][O:2][c:3]1[cH:4][cH:5][c:6](-[c:9]2[cH:10][c:11]([O:15][c:16]3[cH:17][cH:18][c:19]([CH:20]=[O:21])[cH:22][cH:23]3)[cH:12][cH:13][cH:14]2)[cH:7][cH:8]1.[CH3:46][c:47]1[cH:48][cH:49][cH:50][cH:51][cH:52]1.[OH:31][C:32]([c:33]1[cH:34][cH:35][cH:36][cH:37][cH:38]1)=[O:39].[S:24]1[C:25](=[O:30])[NH:26][C:27](=[O:29])[CH2:28]1>>[CH3:1][O:2][c:3]1[cH:4][cH:5][c:6](-[c:9]2[cH:10][c:11]([O:15][c:16]3[cH:17][cH:18][c:19]([CH:20]=[C:28]4[S:24][C:25](=[O:30])[NH:26][C:27]4=[O:29])[cH:22][cH:23]3)[cH:12][cH:13][cH:14]2)[cH:7][cH:8]1. Reaction conditions: time 1 hour. As a reaction SMILES: [Cl:1][C:2]1[C:7]([F:8])=[CH:6][CH:5]=[C:4]([Cl:9])[C:3]=1[C@H:10]([O:12][C:13]1[C:14]2[O:22][CH:21]=[C:20]([C:23]3[CH2:24][CH2:25][NH:26][CH2:27][CH:28]=3)[C:15]=2[CH:16]=[N:17][C:18]=1[NH2:19])[CH3:11]>CCOC(C)=O.[Pd]>[Cl:1][C:2]1[C:7]([F:8])=[CH:6][CH:5]=[C:4]([Cl:9])[C:3]=1[C@H:10]([O:12][C:13]1[C:14]2[O:22][CH:21]=[C:20]([CH:23]3[CH2:24][CH2:25][NH:26][CH2:27][CH2:28]3)[C:15]=2[CH:16]=[N:17][C:18]=1[NH2:19])[CH3:11]. The reactants are ClC1=C(C(=CC=C1F)Cl)[C@@H](C)OC=1C2=C(C=NC1N)C(=CO2)C=2CCNCC2 (7-[(R)-1-(2,6-dichloro-3-fluorophenyl)-ethoxy]-3-(1,2,3,6-tetrahydropyridin-4-yl)-furo[3,2-c]pyridin-6-ylamine). Reagents/catalysts: [Pd] (palladium). The solvent is CCOC(=O)C (EtOAc). Procedure: A solution of 7-[(R)-1-(2,6-dichloro-3-fluorophenyl)-ethoxy]-3-(1,2,3,6-tetrahydropyridin-4-yl)-furo[3,2-c]pyridin-6-ylamine (5.00 mg, 0.0118 mmol) in EtOAc (2 mL) with palladium (0.53 mg, 0.0050 mmol) on carbon was sealed and flushed with a nitrogen balloon at rt. The nitrogen balloon was replaced with a hydrogen balloon, and the mixture was allowed to stir for 1 h. The hydrogen balloon was removed and replaced with the nitrogen balloon to flush out all hydrogen gas. The palladium was filtered ... Product: ClC1=C(C(=CC=C1F)Cl)[C@@H](C)OC=1C2=C(C=NC1N)C(=CO2)C2CCNCC2 (7-[(R)-1-(2,6-Dichloro-3-fluorophenyl)-ethoxy]-3-piperidin-4-yl-furo[3,2-c]pyridin-6-ylamine). Reactants: COc1ccccc1, Cc1cc(F)ccc1N. The product is COc1ccc(-c2ccc(F)cc2C)cc1. RXN SMILES: [CH3:10][O:11][c:12]1[cH:13][cH:14][cH:15][cH:16][cH:17]1.[F:1][c:2]1[cH:3][c:4]([CH3:9])[c:5]([NH2:6])[cH:7][cH:8]1>>[F:1][c:2]1[cH:3][c:4]([CH3:9])[c:5](-[c:15]2[cH:14][cH:13][c:12]([O:11][CH3:10])[cH:17][cH:16]2)[cH:7][cH:8]1. Reactants: CN1CCNCC1 (1-methylpiperazine), CS(=O)(=O)OCCN1N=CC(=C1)C=1C=NC(=C(C1)C=1OC2=C(N1)C=CC=C2)N (2-[4-[6-amino-5-(1,3-benzoxazol-2-yl)-3-pyridyl]pyrazol-1-yl]ethyl methanesulphonate). The solvent is CN(C)C=O (DMF). Conditions: temperature 100 celsius, time 1 hour. Yields the product O1C(=NC2=C1C=CC=C2)C=2C(=NC=C(C2)C=2C=NN(C2)CCN2CCN(CC2)C)N (3-(1,3-benzoxazol-2-yl)-5-[1-[2-(4-methylpiperazin-1-yl)ethyl]pyrazol-4-yl]pyridin-2-amine). RXN SMILES: [CH3:1][N:2]1[CH2:7][CH2:6][NH:5][CH2:4][CH2:3]1.CS(O[CH2:13][CH2:14][N:15]1[CH:19]=[C:18]([C:20]2[CH:21]=[N:22][C:23]([NH2:35])=[C:24]([C:26]3[O:27][C:28]4[CH:34]=[CH:33][CH:32]=[CH:31][C:29]=4[N:30]=3)[CH:25]=2)[CH:17]=[N:16]1)(=O)=O>CN(C=O)C>[O:27]1[C:28]2[CH:34]=[CH:33][CH:32]=[CH:31][C:29]=2[N:30]=[C:26]1[C:24]1[C:23]([NH2:35])=[N:22][CH:21]=[C:20]([C:18]2[CH:17]=[N:16][N:15]([CH2:14][CH2:13][N:5]3[CH2:6][CH2:7][N:2]([CH3:1])[CH2:3][CH2:4]3)[CH:19]=2)[CH:25]=1. Procedure details: A solution of 1-methylpiperazine (0.115 ml) was added to 2-[4-[6-amino-5-(1,3-benzoxazol-2-yl)-3-pyridyl]pyrazol-1-yl]ethyl methanesulphonate (138 mg) dissolved DMF (5 ml). The resulting solution was stirred at 100° C. for 1 hour. The mixture was adsorbed on silica gel and purified by flash chromatography on silica gel eluting with 2 to 6% methanolic ammonia (7 N) in dichloromethane. The solvent was evaporated to dryness and the solid was triturated with hot acetonitrile to afford 3-(1,3-benzoxa...